From a dataset of the Open Reaction Database (ORD), a public repository of structured organic reaction records. describe an organic reaction: reactants, conditions, products, and yield The reactants are ClC1=C(C(=O)O)C=CC=C1Cl (2,3-dichlorobenzoic acid), C1(CC1)C1=CC=C(C=N1)C(CN)CC1(CC1)C(F)(F)F (2-(6-cyclopropyl-pyridin-3-yl)-3-(1-trifluoromethyl-cyclopropyl)-propylamine). The product is ClC1=C(C(=O)NCC(CC2(CC2)C(F)(F)F)C=2C=NC(=CC2)C2CC2)C=CC=C1Cl (2,3-Dichloro-N-[2-(6-cyclopropyl-3-pyridyl)-3-[1-(trifluoromethyl)cyclopropyl]propyl]benzamide). As a reaction SMILES: [Cl:1][C:2]1[C:10]([Cl:11])=[CH:9][CH:8]=[CH:7][C:3]=1[C:4]([OH:6])=O.[CH:12]1([C:15]2[N:20]=[CH:19][C:18]([CH:21]([CH2:24][C:25]3([C:28]([F:31])([F:30])[F:29])[CH2:27][CH2:26]3)[CH2:22][NH2:23])=[CH:17][CH:16]=2)[CH2:14][CH2:13]1>>[Cl:1][C:2]1[C:10]([Cl:11])=[CH:9][CH:8]=[CH:7][C:3]=1[C:4]([NH:23][CH2:22][CH:21]([C:18]1[CH:19]=[N:20][C:15]([CH:12]2[CH2:13][CH2:14]2)=[CH:16][CH:17]=1)[CH2:24][C:25]1([C:28]([F:29])([F:30])[F:31])[CH2:27][CH2:26]1)=[O:6]. Procedure: From 2,3-dichlorobenzoic acid and 2-(6-cyclopropyl-pyridin-3-yl)-3-(1-trifluoromethyl-cyclopropyl)-propylamine. LCMS (MH+): m/z=457.1, tR (minutes, Method G)=1.96 Reactants: O=S(=O)(CC1CCCCC1)N1CCCCC1c1noc(COC2CCN(Cc3ccccc3)CC2)n1, CC(Cl)OC(=O)Cl, ClCCl. The product is O=S(=O)(CC1CCCCC1)N1CCCCC1c1noc(COC2CCNCC2)n1. As a reaction SMILES: [CH2:8]([c:9]1[cH:10][cH:11][cH:12][cH:13][cH:14]1)[N:15]1[CH2:16][CH2:17][CH:18]([O:21][CH2:22][c:23]2[n:24][c:25]([CH:28]3[N:29]([S:34](=[O:35])(=[O:36])[CH2:37][CH:38]4[CH2:39][CH2:40][CH2:41][CH2:42][CH2:43]4)[CH2:30][CH2:31][CH2:32][CH2:33]3)[n:26][o:27]2)[CH2:19][CH2:20]1.[Cl:1][C:2]([O:3][CH:4]([Cl:5])[CH3:6])=[O:7].[Cl:44][CH2:45][Cl:46]>>[NH:15]1[CH2:16][CH2:17][CH:18]([O:21][CH2:22][c:23]2[n:24][c:25]([CH:28]3[N:29]([S:34](=[O:35])(=[O:36])[CH2:37][CH:38]4[CH2:39][CH2:40][CH2:41][CH2:42][CH2:43]4)[CH2:30][CH2:31][CH2:32][CH2:33]3)[n:26][o:27]2)[CH2:19][CH2:20]1.